From a dataset of the Open Reaction Database (ORD), a public repository of structured organic reaction records. describe an organic reaction: reactants, conditions, products, and yield Starting materials: CCCCCCC, O=C1c2ccccc2C(=O)N1SC1CCCCC1. The product is O=C1NC(=O)c2ccccc21. RXN SMILES: [CH3:19][CH2:20][CH2:21][CH2:22][CH2:23][CH2:24][CH3:25].[CH:1]1([S:2][N:8]2[C:9](=[O:18])[c:10]3[c:11]([cH:14][cH:15][cH:16][cH:17]3)[C:12]2=[O:13])[CH2:3][CH2:4][CH2:5][CH2:6][CH2:7]1>>[NH:8]1[C:9](=[O:18])[c:10]2[c:11]([cH:14][cH:15][cH:16][cH:17]2)[C:12]1=[O:13]. The reactants are FC1=C(C(=O)Cl)C(=CC=C1)F (2,6-difluoro-benzoyl chloride), CN1CCC(CC1)OC=1C=C(C=CC1)N (3-(1-methyl-piperidin-4-yloxy)-phenylamine). Solvent: O1CCOCC1 (dioxane). Run at temperature 110 celsius. The product is Cl.FC1=C(C(=O)NC2=CC(=CC=C2)OC2CCN(CC2)C)C(=CC=C1)F (2,6-Difluoro-N-[3-(1-methyl-piperidin-4-yloxy)-phenyl]-benzamide hydrochloride), base. Isolated yield 90.0%. As a reaction SMILES: [F:1][C:2]1[CH:10]=[CH:9][CH:8]=[C:7]([F:11])[C:3]=1[C:4]([Cl:6])=[O:5].[CH3:12][N:13]1[CH2:18][CH2:17][CH:16]([O:19][C:20]2[CH:21]=[C:22]([NH2:26])[CH:23]=[CH:24][CH:25]=2)[CH2:15][CH2:14]1>O1CCOCC1>[ClH:6].[F:1][C:2]1[CH:10]=[CH:9][CH:8]=[C:7]([F:11])[C:3]=1[C:4]([NH:26][C:22]1[CH:23]=[CH:24][CH:25]=[C:20]([O:19][CH:16]2[CH2:17][CH2:18][N:13]([CH3:12])[CH2:14][CH2:15]2)[CH:21]=1)=[O:5] |f:3.4|. Reported procedure: Using a method similar to Example 1, add 2,6-difluoro-benzoyl chloride (0.68 ml, 0.544 mmol) to a solution of 3-(1-methyl-piperidin-4-yloxy)-phenylamine (preparation 24, 102 mg, 0.494 mmol) in dioxane (3.5 mL) in a sealed tube and heat at 110° C. for 2 hr. Purification by SCX column, eluting with ammonia (2.0 N in methanol) gives the title compound as the free base (154 mg, 90%). Following a method similar to Example 1 gives the title compound as the hydrochloride salt (147 mg, white solid). Mp:... Reactants: N1(C=NC=C1)C(CCC)C1=CC=C(C(=O)O)C=C1 (4-[1-(1-imidazolyl)-butyl]-benzoic acid), Cl (hydrochloric acid), acid chloride, C1(CCCCC1)O (cyclohexanol), N1=CC=CC=C1 (pyridine). Solvent: C(Cl)Cl (methylene chloride). The product is C1(CCCCC1)OC(C1=CC=C(C=C1)C(CCC)N1C=NC=C1)=O (4-[1-(1-Imidazolyl)-butyl]-benzoic acid cyclohexyl ester). Isolated yield 78.0%. As a reaction SMILES: [N:1]1([CH:6]([C:10]2[CH:18]=[CH:17][C:13]([C:14]([OH:16])=[O:15])=[CH:12][CH:11]=2)[CH2:7][CH2:8][CH3:9])[CH:5]=[CH:4][N:3]=[CH:2]1.[CH:19]1(O)[CH2:24][CH2:23][CH2:22][CH2:21][CH2:20]1.N1C=CC=CC=1.Cl>C(Cl)Cl>[CH:19]1([O:15][C:14](=[O:16])[C:13]2[CH:17]=[CH:18][C:10]([CH:6]([N:1]3[CH:5]=[CH:4][N:3]=[CH:2]3)[CH2:7][CH2:8][CH3:9])=[CH:11][CH:12]=2)[CH2:24][CH2:23][CH2:22][CH2:21][CH2:20]1. Procedure: 1 g of 4-[1-(1-imidazolyl)-butyl]-benzoic acid is converted, analogously to example 20, into the acid chloride; it is dissolved in 10 ml of methylene chloride, mixed with 360 mg of cyclohexanol and 3 ml of pyridine, after 20 hours at room temperature it is added to excess 1M hydrochloric acid and extracted with ether. The water phase is alkalized with potassium carbonate and extracted with ethyl acetate. After drying and concentration by evaporation, the residue is distilled on a bulb tube. 915 ... The reactants are [Mg] (magnesium), BrCCCCC (1-bromopentane), [Mg] (Magnesium), II (iodine), O(C1=CC=CC=C1)C=1C=C(C=CC1)N1C(=CC=C1)C=O (1-(3-phenoxyphenyl)-pyrrole-2-aldehyde), [NH4+].[Cl-] (NH4Cl). Solvent: CCOCC (ether), CCOCC (ether). Conditions: time 0.75 hour. The product is OC(CCCCC)C=1N(C=CC1)C1=CC(=CC=C1)OC1=CC=CC=C1 (2-(1-Hydroxyhexyl)-1-(3-phenoxyphenyl)pyrrole). Yield: 17.3%. RXN SMILES: [Mg].II.Br[CH2:5][CH2:6][CH2:7][CH2:8][CH3:9].[O:10]([C:17]1[CH:18]=[C:19]([N:23]2[CH:27]=[CH:26][CH:25]=[C:24]2[CH:28]=[O:29])[CH:20]=[CH:21][CH:22]=1)[C:11]1[CH:16]=[CH:15][CH:14]=[CH:13][CH:12]=1.[NH4+].[Cl-]>CCOCC>[OH:29][CH:28]([C:24]1[N:23]([C:19]2[CH:20]=[CH:21][CH:22]=[C:17]([O:10][C:11]3[CH:12]=[CH:13][CH:14]=[CH:15][CH:16]=3)[CH:18]=2)[CH:27]=[CH:26][CH:25]=1)[CH2:5][CH2:6][CH2:7][CH2:8][CH3:9] |f:4.5|. Procedure: Magnesium turnings (2.4 g, 100 mmol) were activated with a crystal of iodine by heating under nitrogen the cooled magnesium and 6.1 g of 1-bromopentane (40 mmol, 99% purity) in 200 mL of ether. The reaction medium was heated to reflux and the reaction was self-sustaining. After 0.75 h the reaction was complete and the mixture was cooled to ice bath temperatures and 5 g of 1-(3-phenoxyphenyl)-pyrrole-2-aldehyde (19 mmol) in 25 mL of ether was added. The reaction was stirred for 1 h and poured int... The reactants are Cc1ncncc1C(=O)O, O=CO, COc1c(Cl)cc2c([nH]c3cnccc32)c1N. Yields the product COc1c(Cl)cc2c([nH]c3cnccc32)c1NC(=O)c1cncnc1C. Reaction SMILES: [CH3:18][c:19]1[n:20][cH:21][n:22][cH:23][c:24]1[C:25](=[O:26])[OH:27].[CH:28]([OH:29])=[O:30].[Cl:1][c:2]1[cH:3][c:4]2[c:5]3[cH:6][cH:7][n:8][cH:9][c:10]3[nH:11][c:12]2[c:13]([NH2:17])[c:14]1[O:15][CH3:16]>>[Cl:1][c:2]1[cH:3][c:4]2[c:5]3[cH:6][cH:7][n:8][cH:9][c:10]3[nH:11][c:12]2[c:13]([NH:17][C:25]([c:24]2[c:19]([CH3:18])[n:20][cH:21][n:22][cH:23]2)=[O:26])[c:14]1[O:15][CH3:16]. Starting materials: ClC1=CC(=NC2=CC(=CC=C12)OC)C1=CC(=C(C=C1)Cl)Cl (4-chloro-2-(3,4-dichloro-phenyl)-7-methoxy-quinoline), NCC(CN)O (1,3-diamino-2-propanol). The product is Cl.NCC(CNC1=CC(=NC2=CC(=CC=C12)OC)C1=CC(=C(C=C1)Cl)Cl)O ((RS)-1-Amino-3-[2-(3,4-dichloro-phenyl)-7-methoxy-quinolin-4-ylamino]-propan-2-ol hydrochloride). Reaction SMILES: [Cl:1][C:2]1[C:11]2[C:6](=[CH:7][C:8]([O:12][CH3:13])=[CH:9][CH:10]=2)[N:5]=[C:4]([C:14]2[CH:19]=[CH:18][C:17]([Cl:20])=[C:16]([Cl:21])[CH:15]=2)[CH:3]=1.[NH2:22][CH2:23][CH:24]([OH:27])[CH2:25][NH2:26]>>[ClH:1].[NH2:22][CH2:23][CH:24]([OH:27])[CH2:25][NH:26][C:2]1[C:11]2[C:6](=[CH:7][C:8]([O:12][CH3:13])=[CH:9][CH:10]=2)[N:5]=[C:4]([C:14]2[CH:19]=[CH:18][C:17]([Cl:20])=[C:16]([Cl:21])[CH:15]=2)[CH:3]=1 |f:2.3|. Procedure details: The title compound, m.p. 230-233° C., and MS: m/e=391 (M+), was prepared from 4-chloro-2-(3,4-dichloro-phenyl)-7-methoxy-quinoline and 1,3-diamino-2-propanol.